Dataset: the Open Reaction Database (ORD), a public repository of structured organic reaction records. Task: describe an organic reaction: reactants, conditions, products, and yield Reaction SMILES: [CH2:25]1[CH2:26][CH2:27][NH:28][CH2:29][CH2:30]1.[CH3:1][C:2]1=[N:6][N:5]([c:7]2[n:8][cH:9][cH:10][cH:11][cH:12]2)[C:4](=[O:13])[CH2:3]1.[CH3:31][CH2:32][OH:33].[ClH:35].[OH2:34].[OH:14][c:15]1[c:16]([O:23][CH3:24])[cH:17][c:18]([CH:19]=[O:20])[cH:21][cH:22]1>>[CH3:1][C:2]1=[N:6][N:5]([c:7]2[n:8][cH:9][cH:10][cH:11][cH:12]2)[C:4](=[O:13])[C:3]1=[CH:19][c:18]1[cH:17][c:16]([O:23][CH3:24])[c:15]([OH:14])[cH:22][cH:21]1. Reactants: C1CCNCC1, CC1=NN(c2ccccn2)C(=O)C1, CCO, Cl, O, COc1cc(C=O)ccc1O. Yields the product COc1cc(C=C2C(=O)N(c3ccccn3)N=C2C)ccc1O. Reactants: CS(=O)(=O)OCc1nc(-c2ccc(C(F)(F)F)cc2)sc1COc1ccc(C#N)c(Cl)c1, [H-], [Na+], O, OCCN1CCOCC1. The product is N#Cc1ccc(OCc2sc(-c3ccc(C(F)(F)F)cc3)nc2COCCN2CCOCC2)cc1Cl. RXN SMILES: [Cl:1][c:2]1[cH:3][c:4]([O:5][CH2:6][c:7]2[c:8]([CH2:22][O:23][S:24]([CH3:25])(=[O:26])=[O:27])[n:9][c:10](-[c:12]3[cH:13][cH:14][c:15]([C:18]([F:19])([F:20])[F:21])[cH:16][cH:17]3)[s:11]2)[cH:28][cH:29][c:30]1[C:31]#[N:32].[H-:33].[Na+:34].[OH2:35].[OH:36][CH2:37][CH2:38][N:39]1[CH2:40][CH2:41][O:42][CH2:43][CH2:44]1>>[Cl:1][c:2]1[cH:3][c:4]([O:5][CH2:6][c:7]2[c:8]([CH2:22][O:23][CH2:37][CH2:38][N:39]3[CH2:40][CH2:41][O:42][CH2:43][CH2:44]3)[n:9][c:10](-[c:12]3[cH:13][cH:14][c:15]([C:18]([F:19])([F:20])[F:21])[cH:16][cH:17]3)[s:11]2)[cH:28][cH:29][c:30]1[C:31]#[N:32]. The reactants are C=CCBr, CN1CCN(c2nc3cc(Cl)c(N)cc3o2)CC1, CN(C)C=O. Yields the product [Br-], C=CC[N+]1(C)CCN(c2nc3cc(Cl)c(N)cc3o2)CC1. Reaction SMILES: [CH2:19]([CH:20]=[CH2:21])[Br:22].[NH2:1][c:2]1[cH:3][c:4]2[c:5]([n:6][c:7]([N:9]3[CH2:10][CH2:11][N:12]([CH3:15])[CH2:13][CH2:14]3)[o:8]2)[cH:16][c:17]1[Cl:18].[O:23]=[CH:24][N:25]([CH3:26])[CH3:27]>>[Br-:22].[NH2:1][c:2]1[cH:3][c:4]2[c:5]([n:6][c:7]([N:9]3[CH2:10][CH2:11][N+:12]([CH3:15])([CH2:19][CH:20]=[CH2:21])[CH2:13][CH2:14]3)[o:8]2)[cH:16][c:17]1[Cl:18]. The reactants are OC=1C=C(OC2=C(C=CC=C2)OC2=CC(=C(C=C2)[N+](=O)[O-])O)C=CC1[N+](=O)[O-] (1,2-bis(3-hydroxy-4-nitrophenoxy)benzene), [K+].[Br-] (KBr). Yields the product NC1=C(C=C(OC2=C(C=CC=C2)OC2=CC(=C(C=C2)N)O)C=C1)O (1,2-Bis(4-amino-3-hydroxyphenoxy)benzene). Isolated yield 75.1%. RXN SMILES: [OH:1][C:2]1[CH:3]=[C:4]([CH:23]=[CH:24][C:25]=1[N+:26]([O-])=O)[O:5][C:6]1[CH:11]=[CH:10][CH:9]=[CH:8][C:7]=1[O:12][C:13]1[CH:18]=[CH:17][C:16]([N+:19]([O-])=O)=[C:15]([OH:22])[CH:14]=1.[K+].[Br-]>>[NH2:19][C:16]1[CH:17]=[CH:18][C:13]([O:12][C:7]2[CH:8]=[CH:9][CH:10]=[CH:11][C:6]=2[O:5][C:4]2[CH:23]=[CH:24][C:25]([NH2:26])=[C:2]([OH:1])[CH:3]=2)=[CH:14][C:15]=1[OH:22] |f:1.2|. Procedure details: 1,2-Bis(4-amino-3-hydroxyphenoxy)benzene was synthesized in a manner analogous to Example 2 from 1,2-bis(3-hydroxy-4-nitrophenoxy)benzene. Yield: 75.1%; mp>180° C. (decompose); IR (KBr): 3362, 3295, 3035, 1601 cm−1; MS (EI) m/z 324 (M+, 100); Elemental Anal. Calcd. for C18H16N2O4: C, 66.67; H, 4.94; N, 8.64. Found: C, 66.28; H, 5.04; N, 8.52.